Dataset: the Open Reaction Database (ORD), a public repository of structured organic reaction records. Task: describe an organic reaction: reactants, conditions, products, and yield Reactants: C1CCOC1, CNC(=O)c1cc2c(c(F)c1F)N(c1ccc(I)cc1C)COC2=O, Cl, OCC(O)CO. Yields the product CNC(=O)c1cc(C(=O)O)c(Nc2ccc(I)cc2C)c(F)c1F. As a reaction SMILES: [CH2:33]1[O:34][CH2:35][CH2:36][CH2:37]1.[CH3:1][NH:2][C:3](=[O:4])[c:5]1[cH:6][c:7]2[c:8]([c:22]([F:25])[c:23]1[F:24])[N:9]([c:14]1[c:15]([CH3:21])[cH:16][c:17]([I:20])[cH:18][cH:19]1)[CH2:10][O:11][C:12]2=[O:13].[ClH:32].[OH:26][CH2:27][CH:28]([CH2:29][OH:30])[OH:31]>>[CH3:1][NH:2][C:3](=[O:4])[c:5]1[cH:6][c:7]([C:12](=[O:11])[OH:13])[c:8]([NH:9][c:14]2[c:15]([CH3:21])[cH:16][c:17]([I:20])[cH:18][cH:19]2)[c:22]([F:25])[c:23]1[F:24]. Reactants: C(C)OC(CC(CC(=O)OCC)(C1=CC(=C(C=C1)Cl)Cl)C#N)=O (3-Cyano-3-(3,4-dichloro-phenyl)-pentanedioic acid diethyl ester), [BH4-].[Na+] (sodium borohydride). The reagents and catalysts are O.O.O.O.O.O.[Co](Cl)Cl (cobalt(II)chloride hexahydrate). Run in CO (methanol). Reaction conditions: time 1.5 hour. Product: C(C)OC(CC1(CNC(C1)=O)C1=CC(=C(C=C1)Cl)Cl)=O ([3-(3,4-dichloro-phenyl)-5-oxo-pyrrolidin-3-yl]-acetic acid ethyl ester). Isolated yield 85.1%. Reaction SMILES: [CH2:1]([O:3][C:4](=[O:23])[CH2:5][C:6]([C:21]#[N:22])([C:13]1[CH:18]=[CH:17][C:16]([Cl:19])=[C:15]([Cl:20])[CH:14]=1)[CH2:7][C:8](OCC)=[O:9])[CH3:2].[BH4-].[Na+]>CO.O.O.O.O.O.O.[Co](Cl)Cl>[CH2:1]([O:3][C:4](=[O:23])[CH2:5][C:6]1([C:13]2[CH:18]=[CH:17][C:16]([Cl:19])=[C:15]([Cl:20])[CH:14]=2)[CH2:7][C:8](=[O:9])[NH:22][CH2:21]1)[CH3:2] |f:1.2,4.5.6.7.8.9.10|. Reported procedure: 3-Cyano-3-(3,4-dichloro-phenyl)-pentanedioic acid diethyl ester (10 g; 27.94 mmol) was dissolved in methanol (100 mL) and cobalt(II)chloride hexahydrate (13.2 g, 55.48 mmol) was added. The solution was then cautiously treated with one gram portions of sodium borohydride (11 g, 290 mmol) over 45 minutes at 20°-30° C. The solution was allowed to stir an additional 1.5 hours and the solution was concentrated in vacuo. The residue was partitioned between dichloromethane and 1N HCl the organic phase ... Reactants: C(C1=CC=CC=C1)C1NC(OC1)=O (4-benzyl-2-oxazolidinone), C(CCC)[Li] (n-butyl lithium), hexanes, BrCC(=O)Br (bromo-acetyl bromide). Run in C1CCOC1 (THF). Run at temperature -78 celsius, time 10 minute. Product: C(C1=CC=CC=C1)C1N(C(OC1)=O)C(CBr)=O (4-benzyl-3-(2-bromo-acetyl)-oxazolidin-2-one). Reaction SMILES: [CH2:1]([CH:8]1[CH2:12][O:11][C:10](=[O:13])[NH:9]1)[C:2]1[CH:7]=[CH:6][CH:5]=[CH:4][CH:3]=1.C([Li])CCC.[Br:19][CH2:20][C:21](Br)=[O:22]>C1COCC1>[CH2:1]([CH:8]1[CH2:12][O:11][C:10](=[O:13])[N:9]1[C:21](=[O:22])[CH2:20][Br:19])[C:2]1[CH:3]=[CH:4][CH:5]=[CH:6][CH:7]=1. Procedure details: A solution of 4-benzyl-2-oxazolidinone in dry THF (300 ml) was stirred at −78° C. under nitrogen during the dropwise addition of 1.6 M n-butyl lithium in hexanes, (60 ml, 97 mmol) followed by bromo-acetyl bromide. The pale yellow solution was stirred for a further 10 minutes at −78° C. and allowed to warm to room temperature over 30 minutes. The reaction was then quenched by the addition of saturated aqueous ammonium chloride solution. After dilution with ethyl acetate and brine, the two layers ... Starting materials: S(=O)([O-])[O-].[Na+].[Na+] (sodium sulfite), FC1(CC=C(CC1)C1=CC=NN1C)F (5-(4,4-difluorocyclohex-1-en-1-yl)-1-methyl-1H-pyrazole), CS(=O)(=O)N (methanesulfonamide), O (water). Solvent: C(C)(C)(C)O (t-butanol), C(C)(C)(C)O (t-butanol). Conditions: time 10 minute. Product: FC1(C[C@H]([C@@](CC1)(O)C1=CC=NN1C)O)F ((1S,2R)-4,4-Difluoro-1-(1-methyl-1H-pyrazol-5-yl)cyclohexane-1,2-diol). As a reaction SMILES: CS(N)(=O)=O.[OH2:6].[F:7][C:8]1([F:20])[CH2:13][CH2:12][C:11]([C:14]2[N:18]([CH3:19])[N:17]=[CH:16][CH:15]=2)=[CH:10][CH2:9]1.S([O-])([O-])=[O:22].[Na+].[Na+]>C(O)(C)(C)C>[F:20][C:8]1([F:7])[CH2:13][CH2:12][C@@:11]([C:14]2[N:18]([CH3:19])[N:17]=[CH:16][CH:15]=2)([OH:6])[C@H:10]([OH:22])[CH2:9]1 |f:3.4.5|. Procedure details: To a solution of methanesulfonamide (480 mg, 5.05 mmol) in a mixed solvent of t-butanol (10 mL) and water (10 mL), AD-mixα (Sigma-Aldrich Corp.; 7.10 g) was added, and the reaction solution was stirred at room temperature for 10 minutes. To the reaction solution, a solution of the 5-(4,4-difluorocyclohex-1-en-1-yl)-1-methyl-1H-pyrazole (1.0 g, 5.05 mmol) prepared in Example 47a in t-butanol (5 mL) was added with cooling on ice, and the reaction solution was vigorously stirred at room temperature... Starting materials: N1=CC=CC=C1 (pyridine), N1=C(F)N=C(F)N=C1F (cyanuric fluoride), FC1=CC=C(C=C1)N1N=CC2=CC(=CC=C12)C1(CCOCC1)C(C(=O)O)(C)C (2-(4-(1-(4-Fluorophenyl)-1H-indazol-5-yl)tetrahydro-2H-pyran-4-yl)-2-methylpropanoic acid). Solvent: C(Cl)Cl (DCM). Conditions: time 1 hour. Yields the product FC1=CC=C(C=C1)N1N=CC2=CC(=CC=C12)C1(CCOCC1)C(C(=O)N)(C)C (2-(4-(1-(4-fluorophenyl)-1H-indazol-5-yl)tetrahydro-2H-pyran-4-yl)-2-methylpropanamide). RXN SMILES: [F:1][C:2]1[CH:7]=[CH:6][C:5]([N:8]2[C:16]3[C:11](=[CH:12][C:13]([C:17]4([C:23]([CH3:28])([CH3:27])[C:24](O)=[O:25])[CH2:22][CH2:21][O:20][CH2:19][CH2:18]4)=[CH:14][CH:15]=3)[CH:10]=[N:9]2)=[CH:4][CH:3]=1.[N:29]1C=CC=CC=1.N1C(F)=NC(F)=NC=1F>C(Cl)Cl>[F:1][C:2]1[CH:3]=[CH:4][C:5]([N:8]2[C:16]3[C:11](=[CH:12][C:13]([C:17]4([C:23]([CH3:28])([CH3:27])[C:24]([NH2:29])=[O:25])[CH2:22][CH2:21][O:20][CH2:19][CH2:18]4)=[CH:14][CH:15]=3)[CH:10]=[N:9]2)=[CH:6][CH:7]=1. Procedure: (g) 2-(4-(1-(4-Fluorophenyl)-1H-indazol-5-yl)tetrahydro-2H-pyran-4-yl)-2-methylpropanoic acid (50 mg, 0.13 mmol) was dissolved in 5 mL DCM, 32 uL pyridine, and treated with 27 uL cyanuric fluoride. After 1 h, the reaction was extracted from NaHCO3 with EtOAc×3. The combined organic layers were dried over MgSO4, filtered, concentrated and taken up in 2 mL NMP and treated with triethylamine (100 uL) and NH4Cl (50 mg). The reaction was purified by HPLC to give 23 mg of 2-(4-(1-(4-fluorophenyl)-1H-i...